From a dataset of the Open Reaction Database (ORD), a public repository of structured organic reaction records. describe an organic reaction: reactants, conditions, products, and yield Starting materials: CC1=[N+](C=CC(=C1)C)[O-] (2,4-dimethyl-pyridine 1-oxide), C(C)(=O)OC(C)=O (Acetic anhydride). Conditions: temperature 110 celsius, time 10 minute. The product is CC1=CC(=NC=C1)COC(C)=O (Acetic acid 4-methyl-pyridin-2-ylmethyl ester). The yield is 29.8%. As a reaction SMILES: [CH3:1][C:2]1[CH:7]=[C:6]([CH3:8])[CH:5]=[CH:4][N+:3]=1[O-].[C:10]([O:13]C(=O)C)(=[O:12])[CH3:11]>>[CH3:8][C:6]1[CH:5]=[CH:4][N:3]=[C:2]([CH2:1][O:13][C:10](=[O:12])[CH3:11])[CH:7]=1. Procedure: Acetic anhydride (30 mL) was added to 2,4-dimethyl-pyridine 1-oxide (1.93 g, 15.7 mmol) described in Manufacturing Example 11-1-1, and the mixture was stirred for 10 minutes at 110° C. The reaction solution was allowed to room temperature and concentrated under a reduced pressure. The resulting residue was purified by silica gel column chromatography (heptane:ethyl acetate=1:2, then ethyl acetate) to obtain the title compound (774 mg, 29.8%). Yields the product C(C1=CC=CC=C1)(=O)OCC1OC=CCC1 (2-Benzoyloxymethyl-3,4-dihydro-2H-pyran). The solvent is N1=CC=CC=C1 (pyridine). The reactants are C(C1=CC=CC=C1)(=O)Cl (benzoyl chloride), OCC1OC=CCC1 (2-hydroxymethyl-3,4-dihydro-2H-pyran), C([O-])(O)=O.[Na+] (sodium bicarbonate). Reaction conditions: time 2 hour. As a reaction SMILES: [C:1](Cl)(=[O:8])[C:2]1[CH:7]=[CH:6][CH:5]=[CH:4][CH:3]=1.[OH:10][CH2:11][CH:12]1[CH2:17][CH2:16][CH:15]=[CH:14][O:13]1.C(=O)(O)[O-].[Na+]>N1C=CC=CC=1>[C:1]([O:10][CH2:11][CH:12]1[CH2:17][CH2:16][CH:15]=[CH:14][O:13]1)(=[O:8])[C:2]1[CH:7]=[CH:6][CH:5]=[CH:4][CH:3]=1 |f:2.3|. Procedure details: 9.77 g of benzoyl chloride were slowly added dropwise to a solution of 7.20 g of 2-hydroxymethyl-3,4-dihydro-2H-pyran in 14 ml of dry pyridine, whilst cooling the solution on an ice-water bath. When the addition was complete, the mixture was stirred at room temperature for 2 hours and then poured into an aqueous solution of sodium bicarbonate. The mixture was extracted with diethyl ether and the ethereal extract was washed with aqueous sodium chloride and dried over anhydrous sodium sulphate. Th... The reactants are COCc1c[nH]cn1, CS(=O)(=O)Nn1c(=O)[nH]c2cc([N+](=O)[O-])c(F)cc2c1=O. Yields the product COCc1cn(-c2cc3c(=O)n(NS(C)(=O)=O)c(=O)[nH]c3cc2[N+](=O)[O-])cn1. As a reaction SMILES: [CH3:22][O:23][CH2:24][c:25]1[n:26][cH:27][nH:28][cH:29]1.[F:1][c:2]1[cH:3][c:4]2[c:5](=[O:21])[n:6]([NH:16][S:17](=[O:18])(=[O:19])[CH3:20])[c:7](=[O:15])[nH:8][c:9]2[cH:10][c:11]1[N+:12](=[O:13])[O-:14]>>[c:2]1(-[n:28]2[cH:27][n:26][c:25]([CH2:24][O:23][CH3:22])[cH:29]2)[cH:3][c:4]2[c:5](=[O:21])[n:6]([NH:16][S:17](=[O:18])(=[O:19])[CH3:20])[c:7](=[O:15])[nH:8][c:9]2[cH:10][c:11]1[N+:12](=[O:13])[O-:14]. The reactants are O=C([O-])O, CC(=O)O[BH-](OC(C)=O)OC(C)=O, CC(=O)O, CN1CCCC1=O, COC(CN(C(=O)CCOCCc1cccc(-c2cnn(C)c2)c1)C1CCCCC1)OC, Cl, NCCc1ccc(O)c2c1OCC(=O)N2, [Na+], [Na+], C1CCOC1, O, O, Cc1ccc(S(=O)(=O)O)cc1. The product is Cn1cc(-c2cccc(CCOCCC(=O)N(CCNCCc3ccc(O)c4c3OCC(=O)N4)C3CCCCC3)c2)cn1. Reaction SMILES: [C:61](=[O:62])([OH:63])[O-:64].[C:66]([O:67][BH-:68]([O:69][C:70](=[O:71])[CH3:72])[O:73][C:74](=[O:75])[CH3:76])(=[O:77])[CH3:78].[CH3:85][C:86](=[O:87])[OH:88].[CH3:89][N:90]1[CH2:91][CH2:92][CH2:93][C:94]1=[O:95].[CH:13]1([N:19]([C:20]([CH2:21][CH2:22][O:23][CH2:24][CH2:25][c:26]2[cH:27][c:28](-[c:32]3[cH:33][n:34][n:35]([CH3:37])[cH:36]3)[cH:29][cH:30][cH:31]2)=[O:38])[CH2:39][CH:40]([O:41][CH3:42])[O:43][CH3:44])[CH2:14][CH2:15][CH2:16][CH2:17][CH2:18]1.[ClH:45].[NH2:46][CH2:47][CH2:48][c:49]1[cH:50][cH:51][c:52]([OH:60])[c:53]2[c:54]1[O:55][CH2:56][C:57](=[O:59])[NH:58]2.[Na+:65].[Na+:79].[O:80]1[CH2:81][CH2:82][CH2:83][CH2:84]1.[OH2:1].[OH2:96].[c:2]1([CH3:3])[cH:4][cH:5][c:6]([S:7]([OH:8])(=[O:9])=[O:10])[cH:11][cH:12]1>>[CH:13]1([N:19]([C:20]([CH2:21][CH2:22][O:23][CH2:24][CH2:25][c:26]2[cH:27][c:28](-[c:32]3[cH:33][n:34][n:35]([CH3:37])[cH:36]3)[cH:29][cH:30][cH:31]2)=[O:38])[CH2:39][CH2:40][NH:46][CH2:47][CH2:48][c:49]2[cH:50][cH:51][c:52]([OH:60])[c:53]3[c:54]2[O:55][CH2:56][C:57](=[O:59])[NH:58]3)[CH2:14][CH2:15][CH2:16][CH2:17][CH2:18]1. Starting materials: CC(=O)SCCC(=O)N1CC(CCCc2ccccc2)=CC1C(=O)O, N. The product is O=C(O)C1C=C(CCCc2ccccc2)CN1C(=O)CCS. RXN SMILES: [C:1](=[O:2])([CH3:3])[S:4][CH2:5][CH2:6][C:7](=[O:8])[N:9]1[CH:10]([C:23](=[O:24])[OH:25])[CH:11]=[C:12]([CH2:14][CH2:15][CH2:16][c:17]2[cH:18][cH:19][cH:20][cH:21][cH:22]2)[CH2:13]1.[NH3:26]>>[SH:4][CH2:5][CH2:6][C:7](=[O:8])[N:9]1[CH:10]([C:23](=[O:24])[OH:25])[CH:11]=[C:12]([CH2:14][CH2:15][CH2:16][c:17]2[cH:18][cH:19][cH:20][cH:21][cH:22]2)[CH2:13]1. The reactants are hydrochloride salt, C(C)(=O)OC=O (formic-acetic anhydride), FC(C=1C=C(C=C(C1)C(F)(F)F)CO[C@@H]1[C@@H](NCCC1)C1=CC=CC=C1)(F)F ((+)-cis-3-((3,5-bis(trifluoromethyl)phenyl)methyloxy)-2-phenyl piperidine). The solvent is O1CCCC1 (tetrahydrofuran). Product: C(=O)N1[C@H]([C@H](CCC1)OCC1=CC(=CC(=C1)C(F)(F)F)C(F)(F)F)C1=CC=CC=C1 ((2S,3S)-1-Formyl-3-((3,5-bis(trifluoromethyl) phenyl)methyloxy)-2-phenyl piperidine). Reaction SMILES: [F:1][C:2]([F:28])([F:27])[C:3]1[CH:4]=[C:5]([CH2:13][O:14][C@H:15]2[CH2:20][CH2:19][CH2:18][NH:17][C@H:16]2[C:21]2[CH:26]=[CH:25][CH:24]=[CH:23][CH:22]=2)[CH:6]=[C:7]([C:9]([F:12])([F:11])[F:10])[CH:8]=1.[C:29](OC=O)(=[O:31])C>O1CCCC1>[CH:29]([N:17]1[CH2:18][CH2:19][CH2:20][C@H:15]([O:14][CH2:13][C:5]2[CH:4]=[C:3]([C:2]([F:27])([F:1])[F:28])[CH:8]=[C:7]([C:9]([F:12])([F:10])[F:11])[CH:6]=2)[C@@H:16]1[C:21]1[CH:26]=[CH:25][CH:24]=[CH:23][CH:22]=1)=[O:31]. Procedure details: The title compound was prepared from (+)-cis-3-((3,5-bis(trifluoromethyl)phenyl)methyloxy)-2-phenyl piperidine prepared from the hydrochloride salt, Example 5)(0.5 g) and formic-acetic anhydride (prepared from 90% formic acid (1.5 ml) and acetic anhydride (3 ml) at 60° C. for 30 minutes) in tetrahydrofuran for 48 h at 23° C. The solvent was evaporated in vacuo and the residue partitioned between diochloromethane and saturated aqueous sodium bicarbonate solution, dried (MgSO4), concentrated in va... Conditions: time 20 hour. As a reaction SMILES: [F:1][C:2]1[CH:3]=[C:4]([N:26]([C:35]2[CH:40]=[CH:39][CH:38]=[CH:37][CH:36]=2)[C:27]([C:29]2([C:32]([NH2:34])=[O:33])[CH2:31][CH2:30]2)=[O:28])[CH:5]=[CH:6][C:7]=1[O:8][C:9]1[CH:14]=[CH:13][N:12]=[C:11]2[CH:15]=[C:16]([C:18]3[CH:23]=[CH:22][C:21]([CH:24]=O)=[CH:20][N:19]=3)[S:17][C:10]=12.[CH3:41][O:42][CH2:43][CH2:44][NH2:45].C(O[BH-](OC(=O)C)OC(=O)C)(=O)C.[Na+]>C1COCC1>[F:1][C:2]1[CH:3]=[C:4]([N:26]([C:35]2[CH:36]=[CH:37][CH:38]=[CH:39][CH:40]=2)[C:27]([C:29]2([C:32]([NH2:34])=[O:33])[CH2:31][CH2:30]2)=[O:28])[CH:5]=[CH:6][C:7]=1[O:8][C:9]1[CH:14]=[CH:13][N:12]=[C:11]2[CH:15]=[C:16]([C:18]3[CH:23]=[CH:22][C:21]([CH2:24][NH:45][CH2:44][CH2:43][O:42][CH3:41])=[CH:20][N:19]=3)[S:17][C:10]=12 |f:2.3|. Run in C1CCOC1 (THF). Starting materials: FC=1C=C(C=CC1OC1=C2C(=NC=C1)C=C(S2)C2=NC=C(C=C2)C=O)N(C(=O)C2(CC2)C(=O)N)C2=CC=CC=C2 (N-(3-Fluoro-4-(2-(5-formylpyridin-2-yl)thieno[3,2-b]pyridin-7-yloxy)phenyl)-N-phenylcyclopropane-1,1-dicarboxamide), COCCN (2-methoxyethylamine), C(C)(=O)O[BH-](OC(C)=O)OC(C)=O.[Na+] (Sodium trisacetoxyborohydride), COCCN (2-methoxyethylamine), C(C)(=O)O[BH-](OC(C)=O)OC(C)=O.[Na+] (sodium trisacetoxyborohydride). Procedure: Aldehyde 141 (0.20 g, 0.362 mmol) and 2-methoxyethylamine (0.158 mL, 1.810 mmol) were dissolved in THF (50 mL) to give a colorless solution. Sodium trisacetoxyborohydride (0.384 g, 1.810 mmol) was added and the mixture was stirred at r.t. for 20 h. Additional 2-methoxyethylamine (0.158 mL, 1.810 mmol) and sodium trisacetoxyborohydride (0.384 g, 1.810 mmol) were added, and the mixture was stirred for a further 20 h. It was then concentrated, partitioned between water and dichloromethane. Organic ... Yields the product FC=1C=C(C=CC1OC1=C2C(=NC=C1)C=C(S2)C2=NC=C(C=C2)CNCCOC)N(C(=O)C2(CC2)C(=O)N)C2=CC=CC=C2 (N-(3-Fluoro-4-(2-(5-((2-methoxyethlamino)methyl)pyridin-2-yl)thieno[3,2-b]pyridin-7-yloxy)phenyl)-N-phenylcyclopropane-1,1-dicarboxamide). RXN SMILES: [Na].[OH:2][C:3]1[CH:13]=[CH:12][C:6]([C:7]([O:9][CH2:10][CH3:11])=[O:8])=[CH:5][CH:4]=1.Br[CH2:15][CH2:16][CH2:17][CH2:18][CH2:19][CH2:20][CH2:21][O:22][C:23]1[CH:28]=[CH:27][C:26]([Cl:29])=[CH:25][CH:24]=1>C(O)C>[CH2:10]([O:9][C:7]([C:6]1[CH:5]=[CH:4][C:3]([O:2][CH2:15][CH2:16][CH2:17][CH2:18][CH2:19][CH2:20][CH2:21][O:22][C:23]2[CH:24]=[CH:25][C:26]([Cl:29])=[CH:27][CH:28]=2)=[CH:13][CH:12]=1)=[O:8])[CH3:11] |^1:0|. The solvent is C(C)O (ethanol), C(C)O (ethanol), C(C)O (ethanol). Starting materials: OC1=CC=C(C(=O)OCC)C=C1 (ethyl 4-hydroxybenzoate), BrCCCCCCCOC1=CC=C(C=C1)Cl (1-bromo-7-(4-chlorophenoxy)-heptane), [Na] (Sodium). Reaction conditions: time 15 minute. Reported procedure: Sodium (2.5 g., 0.11 M) was dissolved in absolute ethanol (50 ml) and ethyl 4-hydroxybenzoate (16.6 g., 0.10 M) in ethanol (50 ml) was added at room temperature. The mixture was stirred at room temperature for 15 min, 1-bromo-7-(4-chlorophenoxy)-heptane (0.10 M) in ethanol (50 ml) was added in one portion and the mixture was boiled under reflux with stirring for 24 hours. The hot solution was filtered to remove sodium bromide, the ethanol removed under vacuum, the product dissolved in dichlorome... Yields the product C(C)OC(=O)C1=CC=C(OCCCCCCCOC2=CC=C(C=C2)Cl)C=C1 (4-Ethoxycarbonylphenoxy-7-(4-chlorophenoxy)-heptane). Reactants: 9-fluorenylmethoxycarbonyl-N-hydroxysuccinimide ester, Fmoc-O-Su, ON1C(CCC1=O)=O (N-hydroxy-succinimide), C(=O)([O-])[O-].[Na+].[Na+] (Na2CO3), C(O)CN (ethanolamine), O1CCOCC1 (dioxan). Run in O (water). Run at time 8 hour. Product: C1=CC=CC=2C3=CC=CC=C3C(C12)COC(=O)NCCO (2-(9-fluorenylmethoxycarbonyl-)aminoethanol). RXN SMILES: [C:1]([O-:4])([O-])=[O:2].[Na+].[Na+].[CH2:7]([CH2:9][NH2:10])[OH:8].ON1[C:16](=O)[CH2:15][CH2:14][C:13]1=O.O1[CH2:24][CH2:23]OCC1>O>[CH:13]1[C:13]2[CH:23]([CH2:24][O:4][C:1]([NH:10][CH2:9][CH2:7][OH:8])=[O:2])[C:16]3[C:15](=[CH:16][CH:13]=[CH:14][CH:15]=3)[C:14]=2[CH:16]=[CH:15][CH:14]=1 |f:0.1.2|. Procedure details: 68.0 g (ca 200 mMol) 9-fluorenylmethoxycarbonyl-N-hydroxysuccinimide ester (Fmoc-O-Su) is dissolved with stirring in 300 ml dioxan in a 1 l round-bottomed flask. 40 g Na2CO3 dissolved in 200 ml water as well as 14.4 ml (238 mMol) ethanolamine are added successively to the clear solution. The pulpy reaction mixture which forms at once is stirred overnight at room temperature and is aspirated on the following day. The filtration residue which contains unreacted Fmoc-O-Su, N-hydroxy-succinimide as ... Reactants: [OH-].[Na+] (NaOH), C(C)OC(C(CCCC)(OC1=CC=CC=C1)CC1=CC=C(C=C1)O)=O (2-(4-hydroxybenzyl)-2-phenoxyhexanoic acid ethyl ester), CC1=C(N=C(O1)C1=CC=C(C=C1)C1=CC=CC=C1)CCOS(=O)(=O)C1=CC=C(C=C1)C (toluene-4-sulfonic acid 2-(5-methyl-2-biphenyl-4-yl-oxazol-4-yl)ethyl ester), C(=O)([O-])[O-].[K+].[K+] (K2CO3). Run in C(C)O (ethanol), C(C)O (ethanol). Product: C1(=CC=C(C=C1)C=1OC(=C(N1)CCOC1=CC=C(CC(C(=O)O)(CCCC)OC2=CC=CC=C2)C=C1)C)C1=CC=CC=C1 (2-{4-[2-(2-biphenyl-4-yl-5-methyl-oxazol-4-yl)-ethoxy]-benzyl}-2-phenoxy-hexanoic acid). As a reaction SMILES: C([O:3][C:4](=[O:25])[C:5]([CH2:17][C:18]1[CH:23]=[CH:22][C:21](O)=[CH:20][CH:19]=1)([O:10][C:11]1[CH:16]=[CH:15][CH:14]=[CH:13][CH:12]=1)[CH2:6][CH2:7][CH2:8][CH3:9])C.[CH3:26][C:27]1[O:31][C:30]([C:32]2[CH:37]=[CH:36][C:35]([C:38]3[CH:43]=[CH:42][CH:41]=[CH:40][CH:39]=3)=[CH:34][CH:33]=2)=[N:29][C:28]=1[CH2:44][CH2:45][O:46]S(C1C=CC(C)=CC=1)(=O)=O.C([O-])([O-])=O.[K+].[K+].[OH-].[Na+]>C(O)C>[C:35]1([C:38]2[CH:43]=[CH:42][CH:41]=[CH:40][CH:39]=2)[CH:36]=[CH:37][C:32]([C:30]2[O:31][C:27]([CH3:26])=[C:28]([CH2:44][CH2:45][O:46][C:21]3[CH:22]=[CH:23][C:18]([CH2:17][C:5]([O:10][C:11]4[CH:16]=[CH:15][CH:14]=[CH:13][CH:12]=4)([CH2:6][CH2:7][CH2:8][CH3:9])[C:4]([OH:25])=[O:3])=[CH:19][CH:20]=3)[N:29]=2)=[CH:33][CH:34]=1 |f:2.3.4,5.6|. Procedure: A mixture of 2-(4-hydroxybenzyl)-2-phenoxyhexanoic acid ethyl ester (0.030 mmol), toluene-4-sulfonic acid 2-(5-methyl-2-biphenyl-4-yl-oxazol-4-yl)ethyl ester (0.030 mmol) (see Ex. 1, Part I) and 325 mesh K2CO3 (0.084 g, 0.60 mmol) in ethanol (2 mL) was heated to reflux for 24 h under N2. Aqueous 5N NaOH (0.5 mL) and additional ethanol (1 mL) was added to the reaction mixture and it was heated at reflux for an additional 2 h. The reaction was cooled and the solvent removed in vacuo. The residue w...